Dataset: the Open Reaction Database (ORD), a public repository of structured organic reaction records. Task: describe an organic reaction: reactants, conditions, products, and yield Reactants: OC1CCC(c2ccc(Br)cc2)CC1, CC(C)=O, Cc1ccccc1, CC(C)O, O=[Cr](=O)(O)O, O, O=S(=O)(O)O. Yields the product O=C1CCC(c2ccc(Br)cc2)CC1. Reaction SMILES: [Br:1][c:2]1[cH:3][cH:4][c:5]([CH:8]2[CH2:9][CH2:10][CH:11]([OH:14])[CH2:12][CH2:13]2)[cH:6][cH:7]1.[CH3:26][C:27](=[O:28])[CH3:29].[CH3:30][c:31]1[cH:32][cH:33][cH:34][cH:35][cH:36]1.[CH:37]([OH:38])([CH3:39])[CH3:40].[Cr:15]([OH:16])([OH:17])(=[O:18])=[O:19].[OH2:25].[S:20](=[O:21])(=[O:22])([OH:23])[OH:24]>>[Br:1][c:2]1[cH:3][cH:4][c:5]([CH:8]2[CH2:9][CH2:10][C:11](=[O:14])[CH2:12][CH2:13]2)[cH:6][cH:7]1. The reactants are COC(=O)C(CO)N(Cc1ccccc1)Cc1ccccc1, CC#N, O=C(O)C(F)(F)S(=O)(=O)F, [Na+], [Na+], O=S(=O)([O-])[O-]. Product: COC(=O)C(COC(F)F)N(Cc1ccccc1)Cc1ccccc1. Reaction SMILES: [CH2:1]([c:2]1[cH:3][cH:4][cH:5][cH:6][cH:7]1)[N:8]([CH:9]([C:10](=[O:11])[O:12][CH3:13])[CH2:14][OH:15])[CH2:16][c:17]1[cH:18][cH:19][cH:20][cH:21][cH:22]1.[CH3:40][C:41]#[N:42].[F:30][C:31]([S:32]([F:33])(=[O:34])=[O:35])([C:36]([OH:37])=[O:38])[F:39].[Na+:23].[Na+:24].[O-:25][S:26](=[O:27])(=[O:28])[O-:29]>>[CH2:1]([c:2]1[cH:3][cH:4][cH:5][cH:6][cH:7]1)[N:8]([CH:9]([C:10](=[O:11])[O:12][CH3:13])[CH2:14][O:15][CH:31]([F:30])[F:39])[CH2:16][c:17]1[cH:18][cH:19][cH:20][cH:21][cH:22]1. Reactants: COc1ccccc1COCCCOc1ccc(C2CCN(C(=O)OC(C)(C)C)CC2OCc2ccc3c(c2)N(CC#N)CCC3)cc1, CO, Cl. Yields the product COc1ccccc1COCCCOc1ccc(C2CCNCC2OCc2ccc3c(c2)N(CC#N)CCC3)cc1. As a reaction SMILES: [C:1]([O:2][C:3](=[O:4])[N:8]1[CH2:9][CH:10]([O:34][CH2:35][c:36]2[cH:37][cH:38][c:39]3[c:44]([cH:45]2)[N:43]([CH2:46][C:47]#[N:48])[CH2:42][CH2:41][CH2:40]3)[CH:11]([c:14]2[cH:15][cH:16][c:17]([O:20][CH2:21][CH2:22][CH2:23][O:24][CH2:25][c:26]3[c:27]([O:32][CH3:33])[cH:28][cH:29][cH:30][cH:31]3)[cH:18][cH:19]2)[CH2:12][CH2:13]1)([CH3:5])([CH3:6])[CH3:7].[CH3:50][OH:51].[ClH:49]>>[NH:8]1[CH2:9][CH:10]([O:34][CH2:35][c:36]2[cH:37][cH:38][c:39]3[c:44]([cH:45]2)[N:43]([CH2:46][C:47]#[N:48])[CH2:42][CH2:41][CH2:40]3)[CH:11]([c:14]2[cH:15][cH:16][c:17]([O:20][CH2:21][CH2:22][CH2:23][O:24][CH2:25][c:26]3[c:27]([O:32][CH3:33])[cH:28][cH:29][cH:30][cH:31]3)[cH:18][cH:19]2)[CH2:12][CH2:13]1.